The task is: describe an organic reaction: reactants, conditions, products, and yield. This data is from the Open Reaction Database (ORD), a public repository of structured organic reaction records. Starting materials: CC1OC2=C(NC1=O)C=CC=C2 (3,4-Dihydro-2-methyl-3-oxo-1,4(2H)-benzoxazine), C1(CCC(=O)O1)=O (succinic anhydride), [Cl-].[Al+3].[Cl-].[Cl-] (aluminum chloride). The solvent is CN(C=O)C (dimethylformamide). Run at temperature 70 celsius, time 2.5 hour. The product is O=C(CCC(=O)O)C=1C=CC2=C(NC(C(O2)C)=O)C1 (4-Oxo-4-(3,4-dihydro-2-methyl-3-oxo-1,4(2H)-benzoxazin-6-yl)butyric acid). Isolated yield 89.7%. RXN SMILES: [CH3:1][CH:2]1[C:7](=[O:8])[NH:6][C:5]2[CH:9]=[CH:10][CH:11]=[CH:12][C:4]=2[O:3]1.[C:13]1(=[O:19])[O:18][C:16](=[O:17])[CH2:15][CH2:14]1.[Cl-].[Al+3].[Cl-].[Cl-]>CN(C)C=O>[O:19]=[C:13]([C:10]1[CH:11]=[CH:12][C:4]2[O:3][CH:2]([CH3:1])[C:7](=[O:8])[NH:6][C:5]=2[CH:9]=1)[CH2:14][CH2:15][C:16]([OH:18])=[O:17] |f:2.3.4.5|. Procedure details: 3,4-Dihydro-2-methyl-3-oxo-1,4(2H)-benzoxazine (11.4 g) and succinic anhydride (7 g) were added to 93 g of aluminum chloride and 15.3 ml of dimethylformamide. The mixture was stirred at 70° C. for 2.5 hours and then poured onto ice, giving a solid which was collected by filtration and washed with water. Drying under vacuum gave 16.5 g of the title compound (90% yield), mp 198°-200° C. The reactants are N(=C=O)C1=CC=C(C(=O)OC)C=C1 (methyl 4-isocyanatobenzoate), C1NCC=2C=NC=CC21 (1,3-dihydro-2H-pyrrolo[3,4-c]pyridine), C1NCC2=CC=CC=C12 (isoindoline). Product: C1(=CC=CC=C1)CCCCNC(=O)N1CC=2C=NC=CC2C1 (N-(4-phenylbutyl)-1,3-dihydro-2H-pyrrolo[3,4-c]pyridine-2-carboxamide). Reaction SMILES: [N:1]([C:4]1C=CC(C(OC)=O)=[CH:6][CH:5]=1)=[C:2]=[O:3].[CH2:14]1[C:22]2[CH:21]=[CH:20][N:19]=[CH:18][C:17]=2[CH2:16][NH:15]1.[CH2:23]1[C:31]2[C:26](=[CH:27][CH:28]=[CH:29][CH:30]=2)CN1>>[C:31]1([CH2:23][CH2:6][CH2:5][CH2:4][NH:1][C:2]([N:15]2[CH2:14][C:22]3[CH:21]=[CH:20][N:19]=[CH:18][C:17]=3[CH2:16]2)=[O:3])[CH:26]=[CH:27][CH:28]=[CH:29][CH:30]=1. Procedure: The title compound was prepared as described in Example 1A, substituting (4-isocyanatobutyl)benzene for methyl 4-isocyanatobenzoate and 1,3-dihydro-2H-pyrrolo[3,4-c]pyridine for isoindoline. 1H NMR (300 MHz, DMSO-d6) δ ppm 8.55 (s, 1H), 8.46 (d, J=5.0 Hz, 1H), 7.38 (d, J=5.1 Hz, 1H), 7.32-7.22 (m, 2H), 7.23-7.11 (m, 3H), 6.38 (t, J=5.6 Hz, 1H), 4.63-4.57 (m, 4H), 3.10-3.07 (m, 2H), 2.59 (t, J=7.5 Hz, 2H), 1.66-1.39 (m, 4H); MS (ESI(+)) m/e 296 (M+H)+. Reactants: COC1=CC(=CC2=C1C1(SCCS1)CC1(CCCCC1)O2)OCC(=O)OCC (ethyl {(5-methoxy-3,4-dihydrodispiro[2H-1-benzopyran-2,1'-cyclohexan-4,2"-[1,3]dithiolan]-7-yl)oxy}acetate), [OH-].[Na+] (sodium hydroxide), Cl (HCl). The solvent is C(C)O (ethanol). Conditions: time 0.5 hour. Yields the product COC1=CC(=CC2=C1C1(SCCS1)CC1(CCCCC1)O2)OCC(=O)O ({(5-Methoxy-3,4-dihydrodispiro[2H-1-benzopyran-2,1'-cyclohexan-4,2"-[1,3]dithiolan ]-7-yl)oxy}acetic acid). RXN SMILES: [CH3:1][O:2][C:3]1[C:8]2[C:9]3([CH2:14][C:15]4([O:21][C:7]=2[CH:6]=[C:5]([O:22][CH2:23][C:24]([O:26]CC)=[O:25])[CH:4]=1)[CH2:20][CH2:19][CH2:18][CH2:17][CH2:16]4)[S:13][CH2:12][CH2:11][S:10]3.[OH-].[Na+].Cl>C(O)C>[CH3:1][O:2][C:3]1[C:8]2[C:9]3([CH2:14][C:15]4([O:21][C:7]=2[CH:6]=[C:5]([O:22][CH2:23][C:24]([OH:26])=[O:25])[CH:4]=1)[CH2:20][CH2:19][CH2:18][CH2:17][CH2:16]4)[S:13][CH2:12][CH2:11][S:10]3 |f:1.2|. Procedure: A mixture of ethyl {(5-methoxy-3,4-dihydro-4-oxospiro[2H-1-benzopyran-2,1'-cyclohexan]-7-yl)oxy}acetate (prepared in Preparation 49) (0.5 g, 1.44 mmol), ethanedithiol (0.149 g, 1.59 mmol), dry benzene (10 ml), and p-toluenesulfonic acid (0.013 g, 0.076 mmol) is heated to reflux for 12 hours under conditions for azeotropic dehydration. The solvent is removed under reduced pressure. The residue is applied to a silica gel column and eluted with a mixture of ethyl acetate and dichloromethane (1:9). ... Starting materials: CN1CCNCC1=O, COCCO, COCC#Cc1cc(Cl)c(Nc2ncnc3cc(OCCCCl)cc(OC(C)C)c23)c2c1OCO2, ClCCl, [I-], [Na+], c1ccc(P(c2ccccc2)c2ccccc2)cc1. The product is COCC#Cc1cc(Cl)c(Nc2ncnc3cc(OCCCN4CCN(C)C(=O)C4)cc(OC(C)C)c23)c2c1OCO2. As a reaction SMILES: [CH3:55][N:56]1[C:57](=[O:62])[CH2:58][NH:59][CH2:60][CH2:61]1.[CH3:65][O:66][CH2:67][CH2:68][OH:69].[Cl:1][c:2]1[c:3]([NH:16][c:17]2[n:18][cH:19][n:20][c:21]3[cH:22][c:23]([O:31][CH2:32][CH2:33][CH2:34][Cl:35])[cH:24][c:25]([O:27][CH:28]([CH3:29])[CH3:30])[c:26]23)[c:4]2[c:5]([c:9]([C:11]#[C:12][CH2:13][O:14][CH3:15])[cH:10]1)[O:6][CH2:7][O:8]2.[Cl:70][CH2:71][Cl:72].[I-:64].[Na+:63].[c:36]1([P:37]([c:38]2[cH:39][cH:40][cH:41][cH:42][cH:43]2)[c:44]2[cH:45][cH:46][cH:47][cH:48][cH:49]2)[cH:50][cH:51][cH:52][cH:53][cH:54]1>>[Cl:1][c:2]1[c:3]([NH:16][c:17]2[n:18][cH:19][n:20][c:21]3[cH:22][c:23]([O:31][CH2:32][CH2:33][CH2:34][N:59]4[CH2:58][C:57](=[O:62])[N:56]([CH3:55])[CH2:61][CH2:60]4)[cH:24][c:25]([O:27][CH:28]([CH3:29])[CH3:30])[c:26]23)[c:4]2[c:5]([c:9]([C:11]#[C:12][CH2:13][O:14][CH3:15])[cH:10]1)[O:6][CH2:7][O:8]2.